This data is from the Open Reaction Database (ORD), a public repository of structured organic reaction records. The task is: describe an organic reaction: reactants, conditions, products, and yield The reactants are C1CCOC1, CCOC(C)=O, CC(Nc1cc(C#Cc2ccccc2)ccc1[N+](=O)[O-])C(C)(C)C, [NH4+], [Na+], [Na+], [OH-], O, O=S([O-])S(=O)[O-]. Yields the product CC(Nc1cc(C#Cc2ccccc2)ccc1N)C(C)(C)C. As a reaction SMILES: [CH2:33]1[O:34][CH2:35][CH2:36][CH2:37]1.[CH3:41][CH2:42][O:43][C:44](=[O:45])[CH3:46].[N+:1]([O-:2])(=[O:3])[c:4]1[c:5]([NH:18][CH:19]([C:20]([CH3:21])([CH3:22])[CH3:23])[CH3:24])[cH:6][c:7]([C:10]#[C:11][c:12]2[cH:13][cH:14][cH:15][cH:16][cH:17]2)[cH:8][cH:9]1.[NH4+:39].[Na+:31].[Na+:32].[OH-:40].[OH2:38].[S:25]([S:26]([O-:27])=[O:28])([O-:29])=[O:30]>>[NH2:1][c:4]1[c:5]([NH:18][CH:19]([C:20]([CH3:21])([CH3:22])[CH3:23])[CH3:24])[cH:6][c:7]([C:10]#[C:11][c:12]2[cH:13][cH:14][cH:15][cH:16][cH:17]2)[cH:8][cH:9]1. Reactants: Fc1ccc(CBr)cc1, C1CCOC1, C[Si](C)(C)[N-][Si](C)(C)C, [Na+], O=c1[nH]ccc2ccccc12, CN(C)C=O. The product is O=c1c2ccccc2ccn1Cc1ccc(F)cc1. RXN SMILES: [Br:22][CH2:23][c:24]1[cH:25][cH:26][c:27]([F:30])[cH:28][cH:29]1.[CH2:31]1[O:32][CH2:33][CH2:34][CH2:35]1.[CH3:2][Si:3]([N-:4][Si:5]([CH3:6])([CH3:7])[CH3:8])([CH3:9])[CH3:10].[Na+:1].[O:11]=[c:12]1[nH:13][cH:14][cH:15][c:16]2[cH:17][cH:18][cH:19][cH:20][c:21]12.[O:36]=[CH:37][N:38]([CH3:39])[CH3:40]>>[O:11]=[c:12]1[n:13]([CH2:23][c:24]2[cH:25][cH:26][c:27]([F:30])[cH:28][cH:29]2)[cH:14][cH:15][c:16]2[cH:17][cH:18][cH:19][cH:20][c:21]12. Starting materials: C(C#C)(=O)OC (methyl propiolate), C(CCC)[Li] (n-butyllithium), ClC1=CC=C(C=O)C=C1 (4-chlorobenzaldehyde), [Cl-].[NH4+] (ammonium chloride). The solvent is O1CCCC1 (tetrahydrofuran), O1CCCC1 (tetrahydrofuran). Conditions: time 10 minute. The product is ClC1=CC=C(C=C1)C(C#CC(=O)OC)O (methyl 4-(4-chlorophenyl)-4-hydroxy-2-butynoate). RXN SMILES: [C:1]([O:5][CH3:6])(=[O:4])[C:2]#[CH:3].C([Li])CCC.[Cl:12][C:13]1[CH:20]=[CH:19][C:16]([CH:17]=[O:18])=[CH:15][CH:14]=1.[Cl-].[NH4+]>O1CCCC1>[Cl:12][C:13]1[CH:20]=[CH:19][C:16]([CH:17]([OH:18])[C:3]#[C:2][C:1]([O:5][CH3:6])=[O:4])=[CH:15][CH:14]=1 |f:3.4|. Reported procedure: A solution of 8.36 ml (0.1 mol) of methyl propiolate in 100 ml of tetrahydrofuran was treated at -78° under argon with 68.8 ml of n-butyllithium (1.6M in hexane). The mixture was stirred at -78° for 10 minutes and then a solution of 14.06 g (0.1 mol) of 4-chlorobenzaldehyde in 100 ml of tetrahydrofuran was added within 40 minutes. The reaction mixture is stirred at -78° for a further 20 minutes, then brought to room temperature and treated with 100 ml of saturated ammonium chloride solution. The... Reactants: COc1ccc(Br)c(Cl)c1, CC(=O)CC#N, CC(=O)[O-], CC(=O)[O-], CC(C)(C)[O-], CCOC(C)=O, COCCOCCOC, COCCOC, [I-], [Na+], [Na+], [Na], [Pd+2], c1ccc(P(c2ccccc2)c2ccccc2)cc1. Yields the product COc1ccc(C(C#N)C(C)=O)c(Cl)c1. As a reaction SMILES: [Br:1][c:2]1[c:3]([Cl:10])[cH:4][c:5]([O:8][CH3:9])[cH:6][cH:7]1.[C:11](#[N:12])[CH2:13][C:14]([CH3:15])=[O:16].[C:51]([O-:52])(=[O:53])[CH3:54].[C:56]([O-:57])(=[O:58])[CH3:59].[CH3:18][C:19]([CH3:20])([O-:21])[CH3:22].[CH3:45][CH2:46][O:47][C:48](=[O:49])[CH3:50].[CH3:60][O:61][CH2:62][CH2:63][O:64][CH2:65][CH2:66][O:67][CH3:68].[CH3:69][O:70][CH2:71][CH2:72][O:73][CH3:74].[I-:25].[Na+:23].[Na+:24].[Na:17].[Pd+2:55].[c:26]1([P:27]([c:28]2[cH:29][cH:30][cH:31][cH:32][cH:33]2)[c:34]2[cH:35][cH:36][cH:37][cH:38][cH:39]2)[cH:40][cH:41][cH:42][cH:43][cH:44]1>>[c:2]1([CH:13]([C:11]#[N:12])[C:14]([CH3:15])=[O:16])[c:3]([Cl:10])[cH:4][c:5]([O:8][CH3:9])[cH:6][cH:7]1.